Dataset: the Open Reaction Database (ORD), a public repository of structured organic reaction records. Task: describe an organic reaction: reactants, conditions, products, and yield Starting materials: [Na] (sodium), F[C@@H](CNS(=O)(=O)C1=CC=C(C=C1)C)CC1=CC=CC=C1 ((R)-N-(2-Fluoro-3-phenylpropyl)-4-methylbenzenesulfonamide), N (ammonia), liquid. Solvent: CO (Methanol). Reaction conditions: time 5 minute. Yields the product F[C@@H](CN)CC1=CC=CC=C1 ((R)-2-Fluoro-3-phenylpropylamine). Yield: 28.1%. As a reaction SMILES: [F:1][C@H:2]([CH2:15][C:16]1[CH:21]=[CH:20][CH:19]=[CH:18][CH:17]=1)[CH2:3][NH:4]S(C1C=CC(C)=CC=1)(=O)=O.N.[Na]>CO>[F:1][C@H:2]([CH2:15][C:16]1[CH:21]=[CH:20][CH:19]=[CH:18][CH:17]=1)[CH2:3][NH2:4] |^1:22|. Procedure: To a two necked flask equipped with a dry ice condenser was added (R)-N-(2-Fluoro-3-phenylpropyl)-4-methylbenzenesulfonamide (1.0 g) and ammonia gas to condense about 25 mL of liquid. Small pieces of sodium were added to the stirred solution until a dark orange color persisted for 5 min. Methanol was added to quench the reaction. After evaporation of the ammonia the product was dissolved in MeOH, filtered, and concentrated. The residue was extracted into chloroform and chromatographed over silic... Starting materials: [S-]C#N.[NH4+] (ammonium thiocyanate), ClC1=C(C(=O)OC(C)C)C=C(C(=C1)F)N1C(NC(=CC1=O)C)=O (isopropyl 2-chloro-4-fluoro-5-[3,6-dihydro-4-methyl-2,6-dioxo-1(2H)-pyrimidinyl]-benzoate), BrBr (bromine). The solvent is C(C)(=O)O (acetic acid), C(C)(=O)O (acetic acid), C(C)(=O)O (acetic acid). The product is ClC1=C(C(=O)OC(C)C)C=C(C(=C1)F)N1C(NC(=C(C1=O)SC#N)C)=O (Isopropyl 2-chloro-4-fluoro-5-[3,6-dihydro-4-methyl-5-thiocyanato-2,6-dioxo-1(2H)-pyrimidinyl]-benzoate). As a reaction SMILES: BrBr.[S-:3][C:4]#[N:5].[NH4+].[Cl:7][C:8]1[CH:19]=[C:18]([F:20])[C:17]([N:21]2[C:26](=[O:27])[CH:25]=[C:24]([CH3:28])[NH:23][C:22]2=[O:29])=[CH:16][C:9]=1[C:10]([O:12][CH:13]([CH3:15])[CH3:14])=[O:11]>C(O)(=O)C>[Cl:7][C:8]1[CH:19]=[C:18]([F:20])[C:17]([N:21]2[C:26](=[O:27])[C:25]([S:3][C:4]#[N:5])=[C:24]([CH3:28])[NH:23][C:22]2=[O:29])=[CH:16][C:9]=1[C:10]([O:12][CH:13]([CH3:15])[CH3:14])=[O:11] |f:1.2|. Procedure details: 1.86 g of bromine in 10 ml of acetic acid are added dropwise with stirring to 2.1 g of ammonium thiocyanate in 80 ml of acetic acid at 10°-15° C. during 15 minutes. Then 1.5 g of isopropyl 2-chloro-4-fluoro-5-[3,6-dihydro-4-methyl-2,6-dioxo-1(2H)-pyrimidinyl]-benzoate in 15 ml of acetic acid are added dropwise at 10°-15° C. during 5 minutes, and the reaction mixture is stirred for a further hour at room temperature and thereafter substantially evaporated under reduced pressure. The residue is di... Starting materials: C(C)(C)(C)N1S(C(=CC1=O)Cl)(=O)=O (2-tert-Butyl-5-chloro-1,1-dioxo-1,2-dihydro-1λ6-isothiazol-3-one), [Si](C)(C)(C(C)(C)C)OC=1C=C(C=CC1)B(O)O (3-(t-butyldimethylsilyoxy)phenylboronic acid). Product: C(C)(C)(C)N1S(C(=CC1=O)C1=CC(=CC=C1)O[Si](C)(C)C(C)(C)C)(=O)=O (2-tert-Butyl-5-[3-(tert-butyl-dimethyl-silanyloxy)-phenyl]-1,1-dioxo-1,2-dihydro-1λ6-isothiazol -3-one). Reaction SMILES: [C:1]([N:5]1[C:9](=[O:10])[CH:8]=[C:7](Cl)[S:6]1(=[O:13])=[O:12])([CH3:4])([CH3:3])[CH3:2].[Si:14]([O:21][C:22]1[CH:23]=[C:24](B(O)O)[CH:25]=[CH:26][CH:27]=1)([C:17]([CH3:20])([CH3:19])[CH3:18])([CH3:16])[CH3:15]>>[C:1]([N:5]1[C:9](=[O:10])[CH:8]=[C:7]([C:24]2[CH:25]=[CH:26][CH:27]=[C:22]([O:21][Si:14]([C:17]([CH3:20])([CH3:19])[CH3:18])([CH3:15])[CH3:16])[CH:23]=2)[S:6]1(=[O:13])=[O:12])([CH3:4])([CH3:3])[CH3:2]. Procedure: This compound was prepared according to the procedure of Example 1.1, Step 4, using 9-A and 3-(t-butyldimethylsilyoxy)phenylboronic acid as the starting materials. 1H NMR (500 MHz, CDCl3): δ 7.37–7.36 (m, 2H), 7.25–7.24 (m, 1H), 7.03–7.01 (m, 1H), 6.61 (s, 1H), 1.73 (s, 9H), 0.99 (s, 9H), 0.23 (s, 6H); LCMS found for C19H29NO4SSi (M+H)+: m/z=418.